This data is from the Open Reaction Database (ORD), a public repository of structured organic reaction records. The task is: describe an organic reaction: reactants, conditions, products, and yield The reactants are C(C)(=O)NC=CC1=CC=C(OCC2CO2)C=C1 (1-[p-(2-acetylaminovinyl)-phenoxy]-2,3-epoxy-propane), C(C)(C)N (isopropylamine). The solvent is C(C)(C)O (isopropanol). Yields the product C(C)(=O)NC=CC1=CC=C(OCC(CNC(C)C)O)C=C1 (1-[p-(2-Acetylaminovinyl)-phenoxy]-2-hydroxy-3-isopropylaminopropane). Reaction SMILES: [C:1]([NH:4][CH:5]=[CH:6][C:7]1[CH:17]=[CH:16][C:10]([O:11][CH2:12][CH:13]2[O:15][CH2:14]2)=[CH:9][CH:8]=1)(=[O:3])[CH3:2].[CH:18]([NH2:21])([CH3:20])[CH3:19]>C(O)(C)C>[C:1]([NH:4][CH:5]=[CH:6][C:7]1[CH:17]=[CH:16][C:10]([O:11][CH2:12][CH:13]([OH:15])[CH2:14][NH:21][CH:18]([CH3:20])[CH3:19])=[CH:9][CH:8]=1)(=[O:3])[CH3:2]. Procedure: 11.6 g (0.05 mol) of 1-[p-(2-acetylaminovinyl)-phenoxy]-2,3-epoxy-propane are dissolved in 100 ml of isopropanol, 4.25 ml (0.05 mol) of isopropylamine are added and thereafter the mixture is heated to the boil for 3 hours under reflux. It is then evaporated in vacuo and the resulting crude base is crystallised from ethyl acetate. 1-[p-(2-Acetylaminovinyl)-phenoxy]-2-hydroxy-3-isopropylaminopropane of melting point 144°-146° C. is obtained. Starting materials: COC1=CC(=C(C(=C1)C)S(=O)(=O)N(C)CC1=CC(=CO1)C(=O)O)C (5-({[(4-Methoxy-2,6-dimethylphenyl)sulfonyl](methyl)amino}methyl)furan-3-carboxylic acid), C1=CN(C=N1)C(=O)N2C=CN=C2 (CDI), N1C(=NCC1)C1=CC=C(C=C1)CCNC (2-[4-(4,5-dihydro-1H-imidazol-2-yl)phenyl]-N-methylethanamine). The solvent is ClCCCl (DCE). The product is N1C(=NCC1)C1=CC=C(C=C1)CCN(C(=O)C1=COC(=C1)CN(C)S(=O)(=O)C1=C(C=C(C=C1C)OC)C)C (N-{2-[4-(4,5-dihydro-1H-imidazol-2-yl)phenyl]ethyl}-5-({[(4-methoxy-2,6-dimethylphenyl)sulfonyl](methyl)amino}methyl)-N-methylfuran-3-carboxamide). Reaction SMILES: [CH3:1][O:2][C:3]1[CH:8]=[C:7]([CH3:9])[C:6]([S:10]([N:13]([CH2:15][C:16]2[O:20][CH:19]=[C:18]([C:21](O)=[O:22])[CH:17]=2)[CH3:14])(=[O:12])=[O:11])=[C:5]([CH3:24])[CH:4]=1.C1N=CN(C(N2C=NC=C2)=O)C=1.[NH:37]1[CH2:41][CH2:40][N:39]=[C:38]1[C:42]1[CH:47]=[CH:46][C:45]([CH2:48][CH2:49][NH:50][CH3:51])=[CH:44][CH:43]=1>ClCCCl>[NH:39]1[CH2:40][CH2:41][N:37]=[C:38]1[C:42]1[CH:43]=[CH:44][C:45]([CH2:48][CH2:49][N:50]([CH3:51])[C:21]([C:18]2[CH:17]=[C:16]([CH2:15][N:13]([S:10]([C:6]3[C:5]([CH3:24])=[CH:4][C:3]([O:2][CH3:1])=[CH:8][C:7]=3[CH3:9])(=[O:11])=[O:12])[CH3:14])[O:20][CH:19]=2)=[O:22])=[CH:46][CH:47]=1. Procedure: The title compound was prepared according to general procedure AA using 5-({[(4-Methoxy-2,6-dimethylphenyl)sulfonyl](methyl)amino}methyl)furan-3-carboxylic acid (150 mg, 0.42 mmol), CDI (276 mg, 0.84 mmol) and 2-[4-(4,5-dihydro-1H-imidazol-2-yl)phenyl]-N-methylethanamine (80 mg, 0.42 mmol) in DCE (8 mL). The reactants are carbohydrates, carbohydrates, polysaccharides, O=C[C@H](O)[C@@H](O)[C@H](O)[C@H](O)CO (glucose), C([C@@H]1[C@H]([C@@H]([C@H]([C@H](O1)O[C@]2([C@H]([C@@H]([C@H](O2)CO)O)O)CO)O)O)O)O (sucrose), O=C[C@H](O)[C@@H](O)[C@H](O)[C@H](O)CO (D-glucose), C([C@@H]1[C@H]([C@@H]([C@H]([C@H](O1)O[C@@H]2[C@H](O[C@H]([C@@H]([C@H]2O)O)O)CO)O)O)O)O (maltose), C(C(=O)C)(=O)O (pyruvic acid), hexoses, starch, polysaccharides, carbohydrate, OCC(=O)[C@@H](O)[C@H](O)[C@H](O)CO (fructose), C([C@@H]1[C@H]([C@@H]([C@H]([C@H](O1)O[C@]2([C@H]([C@@H]([C@H](O2)CO)O)O)CO)O)O)O)O (sucrose), starches, galactomannan, Galactomannans, O=C[C@H](O)[C@@H](O)[C@H](O)[C@H](O)CO (glucose), polysaccharides, carbohydrate, O=C[C@H](O)[C@@H](O)[C@@H](O)[C@H](O)CO (galactose), [K] (potassium), OC1[C@H](O)[C@@H](O)[C@H](O[C@H]2[C@H](O)[C@@H](O)[C@@H](O)[C@H](O2)CO)[C@H](O1)CO (lactose), pentoses, [Na] (sodium), sugars, galactomannan, C(C(=O)C)(=O)O (pyruvic acid), starch, dextran, O=C[C@H](O)[C@@H](O)[C@H](O)[C@H](O)CO (glucose), O=C[C@@H](O)[C@@H](O)[C@H](O)[C@H](O)CO (D-mannose), polysaccharides, polysaccharide. The solvent is O (water). The product is C1[C@@H]2[C@H]([C@@H]([C@H]([C@H](O1)O2)O)O)O (glucosan). As a reaction SMILES: O=[CH:2][C@@H:3]([C@H:5]([C@@H:7]([C@@H:9]([CH2:11][OH:12])[OH:10])[OH:8])[OH:6])[OH:4].C(O)[C@H]1O[C@H](O[C@]2(CO)O[C@H](CO)[C@@H](O)[C@@H]2O)[C@H](O)[C@@H](O)[C@@H]1O.OCC([C@H]([C@@H]([C@@H](CO)O)O)O)=O.C(O)[C@H]1O[C@H](O[C@H]2[C@H](O)[C@@H](O)[C@H](O)O[C@@H]2CO)[C@H](O)[C@@H](O)[C@@H]1O.OC1O[C@H](CO)[C@@H](O[C@@H]2O[C@H](CO)[C@H](O)[C@H](O)[C@H]2O)[C@H](O)[C@H]1O.O=C[C@@H]([C@H]([C@H]([C@@H](CO)O)O)O)O.O=C[C@H]([C@H]([C@@H]([C@@H](CO)O)O)O)O.[K].[Na].C(O)(=O)C(C)=O>O>[CH2:11]1[O:12][C@@H:2]2[O:10][C@H:9]1[C@@H:7]([OH:8])[C@H:5]([OH:6])[C@H:3]2[OH:4] |^1:117,118|. Procedure: Galactomannans constitute one of the industrially important classes of gums, of which locust bean gum and guar gum are the most important members. Other suitable galactomannan gums which may be mentioned include those from the endosperms of seeds of other leguminous plants such as the sennas, brazilwood, tara, honey locust, paloverde, and rattlebox, alfalfa gum, clover gum, and fenugreek gum. In present commerce, however, the most important galactomannan gums are locust bean gum and guar gum. Lo... Starting materials: ClC1=NN2C(C=C1)=NC(=C2)C2=CC(=C(C=C2)C(F)(F)F)[N+](=O)[O-] (6-chloro-2-[3-nitro-4-(trifluoromethyl)phenyl]imidazo[2,1-f]pyridazine), CC(=O)O (HOAc). The reagents and catalysts are [Fe] (Iron). Solvent: CCO.O (EtOH water). Reaction conditions: temperature 80 celsius. The product is ClC1=NN2C(C=C1)=NC(=C2)C=2C=CC(=C(N)C2)C(F)(F)F (5-(6-chloroimidazo[2,1-f]pyridazin-2-yl)-2-(trifluoromethyl)aniline). The yield is 96.9%. As a reaction SMILES: [Cl:1][C:2]1[CH:7]=[CH:6][C:5]2=[N:8][C:9]([C:11]3[CH:16]=[CH:15][C:14]([C:17]([F:20])([F:19])[F:18])=[C:13]([N+:21]([O-])=O)[CH:12]=3)=[CH:10][N:4]2[N:3]=1.CC(O)=O>[Fe].CCO.O>[Cl:1][C:2]1[CH:7]=[CH:6][C:5]2=[N:8][C:9]([C:11]3[CH:16]=[CH:15][C:14]([C:17]([F:18])([F:19])[F:20])=[C:13]([CH:12]=3)[NH2:21])=[CH:10][N:4]2[N:3]=1 |f:3.4|. Procedure: Iron (0.489 g) is added to a mixture of 6-chloro-2-[3-nitro-4-(trifluoromethyl)phenyl]imidazo[2,1-f]pyridazine (0.600 g, 1.75 mmol), HOAc (0.802 mL), EtOH-water (10 mL, 4:1). The mixture is heated at 80° C. for 2 hours, then cooled, concentrated, taken into sat. aqueous NaHCO3 (50 mL) and extracted with EtOAc (2×50 mL). Organic is dried and concentrated to give the title compound (530 mg), which is used without further purification. LCMS m/z=313.4 [M+H]+, tR=2.82 min. Starting materials: [Li+].C[Si](C)(C)[N-][Si](C)(C)C (LiHMDS), FC1=C(C=C(COCCCCCC(=O)N2C(OC[C@H]2CC2=CC=CC=C2)=O)C=C1)C ((R)-3-(6-(4-fluoro-3-methylbenzyloxy)hexanoyl)-4-benzyloxazolidin-2-one), CC=1C=C(CBr)C=C(C1F)C (3,5-dimethyl-4-fluorobenzyl bromide). The solvent is C1CCOC1 (THF), C1CCOC1 (THF). Run at temperature -78 celsius, time 1 hour. Yields the product FC1=C(C=C(C[C@@H](C(=O)N2C(OC[C@H]2CC2=CC=CC=C2)=O)CCCCOCC2=CC(=C(C=C2)F)C)C=C1C)C ((R)-3-((S)-2-(4-fluoro-3,5-dimethylbenzyl)-6-(4-fluoro-3-methylbenzyloxy)hexanoyl)-4-benzyloxazolidin-2-one). Yield: 36.3%. Reaction SMILES: [F:1][C:2]1[CH:29]=[CH:28][C:5]([CH2:6][O:7][CH2:8][CH2:9][CH2:10][CH2:11][CH2:12][C:13]([N:15]2[C@H:19]([CH2:20][C:21]3[CH:26]=[CH:25][CH:24]=[CH:23][CH:22]=3)[CH2:18][O:17][C:16]2=[O:27])=[O:14])=[CH:4][C:3]=1[CH3:30].[Li+].C[Si]([N-][Si](C)(C)C)(C)C.[CH3:41][C:42]1[CH:43]=[C:44]([CH:47]=[C:48]([CH3:51])[C:49]=1[F:50])[CH2:45]Br>C1COCC1>[F:50][C:49]1[C:48]([CH3:51])=[CH:47][C:44]([CH2:45][C@H:12]([CH2:11][CH2:10][CH2:9][CH2:8][O:7][CH2:6][C:5]2[CH:28]=[CH:29][C:2]([F:1])=[C:3]([CH3:30])[CH:4]=2)[C:13]([N:15]2[C@H:19]([CH2:20][C:21]3[CH:26]=[CH:25][CH:24]=[CH:23][CH:22]=3)[CH2:18][O:17][C:16]2=[O:27])=[O:14])=[CH:43][C:42]=1[CH3:41] |f:1.2|. Reported procedure: To a cooled (−78° C.) solution of (R)-3-(6-(4-fluoro-3-methylbenzyloxy)hexanoyl)-4-benzyloxazolidin-2-one (0.220 g, 0.532 mmol) in 5 mL of THF, was added LiHMDS (0.80 mL, 0.80 mmol, 1.0 M in THF). The resulting mixture was stirred at −78° C. under N2 for 1 h and then a solution of 3,5-dimethyl-4-fluorobenzyl bromide (0.346 g, 1.596 mmol) in 3 mL of THF was added. After stirring at −78° C. for 1 h the reaction mixture was warmed to room temperature for 2 h, and then quenched with 20 mL of NH4Cl s... Starting materials: [OH-].[Na+] (sodium hydroxide), N1C=NC(=C1)CC1C(C(CCC1)C(=O)OCC)=O (ethyl 3-[(1H-imidazol-4-yl)methyl]-2-oxo-cyclohexanecarboxylate), BrBr (bromine). Solvent: C(C)(=O)O (acetic acid), C(C)(=O)O (acetic acid), ice water. Conditions: temperature 20 celsius, time 150 minute. Yields the product N1C=NC(=C1)CC=1C(=C(C(=O)OCC)C=CC1)O (ethyl 3-[(1H-imidazol-4-yl)methyl]-2-hydroxybenzoate). Yield: 56.0%. RXN SMILES: BrBr.[NH:3]1[CH:7]=[C:6]([CH2:8][CH:9]2[CH2:14][CH2:13][CH2:12][CH:11]([C:15]([O:17][CH2:18][CH3:19])=[O:16])[C:10]2=[O:20])[N:5]=[CH:4]1.[OH-].[Na+]>C(O)(=O)C>[NH:3]1[CH:7]=[C:6]([CH2:8][C:9]2[C:10]([OH:20])=[C:11]([CH:12]=[CH:13][CH:14]=2)[C:15]([O:17][CH2:18][CH3:19])=[O:16])[N:5]=[CH:4]1 |f:2.3|. Procedure: 176 g (56.5 ml; 1.1 mole) of bromine dissolved in 400 ml of glacial acetic acid are added dropwise within 30 minutes, at 17° to 20° C. and under an atmosphere of argon, to a solution containing 37.5 g (0.55 mole) of ethyl 3-[(1H-imidazol-4-yl)methyl]-2-oxo-cyclohexanecarboxylate in 1.5 liter of glacial acetic acid. The reaction mixture is subsequently heated under reflux for 4 hours. The red solution becomes progressively blacker. The mixture is cooled to 20° C. and evaporated under reduced pres... The reactants are Br, Br, CC(=O)O, CCOC(C)=O, CC(=O)O, CCCCCC, O=C(CCC(=O)N1CCCC1C(=O)O)c1ccc(F)cc1. Product: O=C(c1ccc(F)cc1)C(Br)CC(=O)N1CCCC1C(=O)O. As a reaction SMILES: [Br:23].[BrH:22].[C:28]([OH:29])(=[O:30])[CH3:31].[C:38]([O:39][CH2:40][CH3:41])(=[O:42])[CH3:43].[CH3:24][C:25](=[O:26])[OH:27].[CH3:32][CH2:33][CH2:34][CH2:35][CH2:36][CH3:37].[F:1][c:2]1[cH:3][cH:4][c:5]([C:6](=[O:7])[CH2:8][CH2:9][C:10](=[O:11])[N:12]2[CH:13]([C:14](=[O:15])[OH:16])[CH2:17][CH2:18][CH2:19]2)[cH:20][cH:21]1>>[F:1][c:2]1[cH:3][cH:4][c:5]([C:6](=[O:7])[CH:8]([CH2:9][C:10](=[O:11])[N:12]2[CH:13]([C:14](=[O:15])[OH:16])[CH2:17][CH2:18][CH2:19]2)[Br:22])[cH:20][cH:21]1. Reactants: Cc1cccc(C)n1, ClC(Cl)Cl, O=C(OO)c1cccc(Cl)c1. Product: Cc1cccc(C)[n+]1[O-]. Reaction SMILES: [CH3:1][c:2]1[cH:3][cH:4][cH:5][c:6]([CH3:7])[n:8]1.[Cl:20][CH:21]([Cl:22])[Cl:23].[OH:9][O:10][C:11]([c:12]1[cH:13][c:14]([Cl:15])[cH:16][cH:17][cH:18]1)=[O:19]>>[CH3:1][c:2]1[cH:3][cH:4][cH:5][c:6]([CH3:7])[n+:8]1[O-:9].